Dataset: the Open Reaction Database (ORD), a public repository of structured organic reaction records. Task: describe an organic reaction: reactants, conditions, products, and yield Reactants: O[C@@H]1CC2=CC[C@H]3[C@@H]4CC[C@H]([C@@H](CCCC(C)C)C)[C@]4(CC[C@@H]3[C@]2(CC1)C)C (3β-hydroxy-5-cholestene), CC(C)[O-].CC(C)[O-].CC(C)[O-].[Al+3] (aluminum isopropylate), C1(=CC=CC=C1)C (toluene), C1(=CC=CC=C1)C (toluene), C1CCCCC1 (cyclohexane). Run in CCOCC (ether). The product is CC(C)CCC[C@@H](C)[C@H]1CC[C@H]2[C@@H]3CCC4=CC(CC[C@]4(C)[C@H]3CC[C@]12C)=O (4-cholesten-3-one). RXN SMILES: [OH:1][C@H:2]1[CH2:26][CH2:25][C@@:24]2([CH3:27])[C:4](=[CH:5][CH2:6][C@@H:7]3[C@@H:23]2[CH2:22][CH2:21][C@@:20]2([CH3:28])[C@H:8]3[CH2:9][CH2:10][C@@H:11]2[C@H:12]([CH3:19])[CH2:13][CH2:14][CH2:15][CH:16]([CH3:18])[CH3:17])[CH2:3]1.C1(C)C=CC=CC=1.C1CCCCC1.CC([O-])C.CC([O-])C.CC([O-])C.[Al+3]>CCOCC>[CH3:18][CH:16]([CH2:15][CH2:14][CH2:13][C@H:12]([C@@H:11]1[C@:20]2([CH3:28])[C@H:8]([C@H:7]3[C@H:23]([CH2:22][CH2:21]2)[C@:24]2([CH3:27])[C:4](=[CH:3][C:2](=[O:1])[CH2:26][CH2:25]2)[CH2:5][CH2:6]3)[CH2:9][CH2:10]1)[CH3:19])[CH3:17] |f:3.4.5.6|. Procedure details: 111 g. of 3β-hydroxy-5-cholestene is heated in 2.2 l. of toluene and 111 ml. of cyclohexane to boiling. A solution of 55.5 g. of aluminum isopropylate in 666 ml. of toluene is added dropwise thereto. The mixture is then further heated for 90 minutes with gradual distillation. The cooled reaction solution is diluted with ether, washed with dilute sulfuric acid and water, and concentrated. The residue is distilled with steam and the crude product, obtained after extraction with methylene chloride,... Yields the product C(C1=CC=CC=C1)N1CCN2C1=CC(=CC2=O)C2=CC=CC=C2 (1-benzyl-5-oxo-7-phenyl-1,2,3,5-tetrahydroimidazo[1,2-a]pyridine). As a reaction SMILES: Cl[C:2]1[N:7]([C:8]2[CH:13]=CC(Cl)=CC=2)[C:6](=[O:15])[CH:5]=[C:4]([C:16]2[CH:21]=[CH:20][CH:19]=[CH:18][CH:17]=2)[CH:3]=1.[CH2:22]([NH:29]CCN)[C:23]1[CH:28]=[CH:27][CH:26]=[CH:25][CH:24]=1.C(OCCO)C>>[CH2:22]([N:29]1[C:2]2=[CH:3][C:4]([C:16]3[CH:17]=[CH:18][CH:19]=[CH:20][CH:21]=3)=[CH:5][C:6](=[O:15])[N:7]2[CH2:8][CH2:13]1)[C:23]1[CH:28]=[CH:27][CH:26]=[CH:25][CH:24]=1. Procedure: A mixture of 2 g. of 6-chloro-1-(4-chlorophenyl)-4-phenyl-2-pyridone, 2 g. of N-benzylethylenediamine, and 5 ml. of 2-ethoxyethanol was refluxed for 50 hours. Then, by treating the reaction mixture obtained as in Example 5, 0.5 g. of 1-benzyl-5-oxo-7-phenyl-1,2,3,5-tetrahydroimidazo[1,2-a]pyridine was obtained. Reactants: ClC1=CC(=CC(N1C1=CC=C(C=C1)Cl)=O)C1=CC=CC=C1 (6-chloro-1-(4-chlorophenyl)-4-phenyl-2-pyridone), C(C1=CC=CC=C1)NCCN (N-benzylethylenediamine), C(C)OCCO (2-ethoxyethanol). Reactants: FC1=CC=C(CNC(=O)C2=CC=C(C=C2)S(=O)(=O)Cl)C=C1 (4-(4-fluoro-benzylcarbamoyl)-benzenesulfonyl chloride), [H-].[Na+] (NaH), oil, C(CC)C1=CNC2=CC=CC=C12 (3-propyl-indole), C(=O)(O)[O-].[Na+] (NaHCO3). Run in C1CCOC1 (THF), CCOC(=O)C (EtOAc). Run at time 45 minute. Product: FC1=CC=C(CNC(C2=CC=C(C=C2)S(=O)(=O)N2C=C(C3=CC=CC=C23)CCC)=O)C=C1 (N-(4-Fluoro-benzyl)-4-(3-propyl-indole-1-sulfonyl)-benzamide). RXN SMILES: [H-].[Na+].[CH2:3]([C:6]1[C:14]2[C:9](=[CH:10][CH:11]=[CH:12][CH:13]=2)[NH:8][CH:7]=1)[CH2:4][CH3:5].[F:15][C:16]1[CH:35]=[CH:34][C:19]([CH2:20][NH:21][C:22]([C:24]2[CH:29]=[CH:28][C:27]([S:30](Cl)(=[O:32])=[O:31])=[CH:26][CH:25]=2)=[O:23])=[CH:18][CH:17]=1.C([O-])(O)=O.[Na+]>C1COCC1.CCOC(C)=O>[F:15][C:16]1[CH:17]=[CH:18][C:19]([CH2:20][NH:21][C:22](=[O:23])[C:24]2[CH:29]=[CH:28][C:27]([S:30]([N:8]3[C:9]4[C:14](=[CH:13][CH:12]=[CH:11][CH:10]=4)[C:6]([CH2:3][CH2:4][CH3:5])=[CH:7]3)(=[O:31])=[O:32])=[CH:26][CH:25]=2)=[CH:34][CH:35]=1 |f:0.1,4.5|. Procedure details: Add NaH 60% in mineral oil (0.080 g, 2.0 mmol) to a stirred solution of 3-propyl-indole (0.266 g, 1.67 mmol) in dr THF (25 mL) under N2. Stir the reaction mixture at ambient temperature for 45 min. Add 4-(4-fluoro-benzylcarbamoyl)-benzenesulfonyl chloride (0.547 g, 1.67 mmol) portion wise at ambient temperature. Stir the reaction mixture overnight at ambient temperature. Pour the reaction mixture into a two-phase mixture of EtOAc (150 mL) and saturated solution of NaHCO3 (50 mL). Separate the or...